Dataset: the Open Reaction Database (ORD), a public repository of structured organic reaction records. Task: describe an organic reaction: reactants, conditions, products, and yield Reactants: N (ammonia), C(C)OC(=O)[C@@H]1CC[C@@H](CC1)N1C=C(C2=C1N=CN=C2Cl)I (cis-4-(4-chloro-5-iodo-pyrrolo[2,3-d]pyrimidin-7-yl)-cyclohexanecarboxylic acid ethyl ester), Teflon. Run in CC(C)O (iPrOH). Reaction conditions: temperature -78 celsius. Yields the product C(C)OC(=O)[C@@H]1CC[C@@H](CC1)N1C=C(C2=C1N=CN=C2N)I (cis-4-(4-Amino-5-iodopyrrolo[2,3-d]pyrimidin-7-yl)-cyclohexanecarboxylic acid ethyl ester). Reaction SMILES: [NH3:1].[CH2:2]([O:4][C:5]([C@H:7]1[CH2:12][CH2:11][C@@H:10]([N:13]2[C:17]3[N:18]=[CH:19][N:20]=[C:21](Cl)[C:16]=3[C:15]([I:23])=[CH:14]2)[CH2:9][CH2:8]1)=[O:6])[CH3:3]>CC(O)C>[CH2:2]([O:4][C:5]([C@H:7]1[CH2:12][CH2:11][C@@H:10]([N:13]2[C:17]3[N:18]=[CH:19][N:20]=[C:21]([NH2:1])[C:16]=3[C:15]([I:23])=[CH:14]2)[CH2:9][CH2:8]1)=[O:6])[CH3:3]. Procedure details: Gaseous ammonia was bubbled into an iPrOH (1 mL) solution of cis-4-(4-chloro-5-iodo-pyrrolo[2,3-d]pyrimidin-7-yl)-cyclohexanecarboxylic acid ethyl ester (30 mg, 70% pure by HPLC peak area, 0.048 mmol) in a glass pressure tube, cooled to −78° C. in a dry ice/acetone bath, for 15 min. The tube was equipped with a Teflon washer, sealed and heated to 110° C. for 7 h. After that time, the excess NH3 and the solvent were evaporated. The residue was used for the next reaction without purification. A po... The reactants are CCCCCCCCCCCCCCCCCCN, CCO, OCC1CO1. Yields the product CCCCCCCCCCCCCCCCCCNCC(O)CO. RXN SMILES: [CH2:1]([CH2:2][CH2:3][CH2:4][CH2:5][CH2:6][CH2:7][CH2:8][CH2:9][CH2:10][CH2:11][CH2:12][CH2:13][CH2:14][CH2:15][CH2:16][CH2:17][CH3:18])[NH2:19].[CH3:25][CH2:26][OH:27].[CH:20]1([CH2:21][OH:22])[CH2:23][O:24]1>>[CH2:1]([CH2:2][CH2:3][CH2:4][CH2:5][CH2:6][CH2:7][CH2:8][CH2:9][CH2:10][CH2:11][CH2:12][CH2:13][CH2:14][CH2:15][CH2:16][CH2:17][CH3:18])[NH:19][CH2:23][CH:20]([CH2:21][OH:22])[OH:24].